Dataset: the Open Reaction Database (ORD), a public repository of structured organic reaction records. Task: describe an organic reaction: reactants, conditions, products, and yield Reactants: C(CCCCCCC)(=O)Cl (octanoyl chloride), NC1=CC=C(C(C(=O)O)=C1)O (5-amino salicylic acid). Run in C(C)N(CC)CC (triethylamine). The product is OC1=C(C(=O)O)C=C(C=C1)NC(CCCCCCC)=O (2-hydroxy-5-[(1-oxooctyl)amino]benzoic acid). As a reaction SMILES: [C:1](Cl)(=[O:9])[CH2:2][CH2:3][CH2:4][CH2:5][CH2:6][CH2:7][CH3:8].[NH2:11][C:12]1[CH:20]=[C:16]([C:17]([OH:19])=[O:18])[C:15]([OH:21])=[CH:14][CH:13]=1>C(N(CC)CC)C>[OH:21][C:15]1[CH:14]=[CH:13][C:12]([NH:11][C:1](=[O:9])[CH2:2][CH2:3][CH2:4][CH2:5][CH2:6][CH2:7][CH3:8])=[CH:20][C:16]=1[C:17]([OH:19])=[O:18]. Procedure: In the manner of Example 57 were reacted 3.4 ml of octanoyl chloride, 3.0 g of 5-amino salicylic acid and 2.8 ml of triethylamine. Recrystallization from methanol gave the title compound--m.p. ca. 200°-204° C. Reactants: C[Si](C)(C)CCOCn1cc(C(=O)O)c2nc(Br)cnc21, ClCCCl, O=C(O)C(F)(F)F, CC(C)(C)C(N)C(=O)N1CCC(C#N)CC1, CN(C)C=O, On1nnc2ccccc21. Product: CC(C)(C)C(NC(=O)c1cn(COCC[Si](C)(C)C)c2ncc(Br)nc12)C(=O)N1CCC(C#N)CC1. As a reaction SMILES: [Br:1][c:2]1[n:3][c:4]2[c:5]([n:6][cH:7]1)[n:8]([CH2:14][O:15][CH2:16][CH2:17][Si:18]([CH3:19])([CH3:20])[CH3:21])[cH:9][c:10]2[C:11](=[O:12])[OH:13].[CH2:45]([Cl:46])[CH2:47][Cl:48].[F:22][C:23]([F:24])([F:25])[C:26]([OH:27])=[O:28].[NH2:29][CH:30]([C:31](=[O:32])[N:33]1[CH2:34][CH2:35][CH:36]([C:39]#[N:40])[CH2:37][CH2:38]1)[C:41]([CH3:42])([CH3:43])[CH3:44].[O:59]=[CH:60][N:61]([CH3:62])[CH3:63].[OH:49][n:50]1[c:51]2[c:52]([cH:53][cH:54][cH:55][cH:56]2)[n:57][n:58]1>>[Br:1][c:2]1[n:3][c:4]2[c:5]([n:6][cH:7]1)[n:8]([CH2:14][O:15][CH2:16][CH2:17][Si:18]([CH3:19])([CH3:20])[CH3:21])[cH:9][c:10]2[C:11](=[O:13])[NH:29][CH:30]([C:31](=[O:32])[N:33]1[CH2:34][CH2:35][CH:36]([C:39]#[N:40])[CH2:37][CH2:38]1)[C:41]([CH3:42])([CH3:43])[CH3:44]. The reactants are CC(C)=O, CCO, O=Cc1ccc(-c2cccs2)s1, [K+], [OH-], O. The product is CC(=O)C=Cc1ccc(-c2cccs2)s1. As a reaction SMILES: [CH3:13][C:14]([CH3:15])=[O:16].[CH3:20][CH2:21][OH:22].[CH:1](=[O:2])[c:3]1[cH:4][cH:5][c:6](-[c:8]2[s:9][cH:10][cH:11][cH:12]2)[s:7]1.[K+:18].[OH-:17].[OH2:19]>>[CH:1]([c:3]1[cH:4][cH:5][c:6](-[c:8]2[s:9][cH:10][cH:11][cH:12]2)[s:7]1)=[CH:13][C:14]([CH3:15])=[O:16].